From a dataset of the Open Reaction Database (ORD), a public repository of structured organic reaction records. describe an organic reaction: reactants, conditions, products, and yield Reactants: CC1(NS(C2=C1C=CC=C2)(=O)=O)C (3,3-dimethyl-2,3-dihydro-1,2-benzoisothiazole 1,1-dioxide), ice water, CC(C)([O-])C.[K+] (potassium t-butoxide), BrCCCCl (1-bromo-3-chloropropane). The solvent is CN(C)C=O (DMF). Conditions: temperature 80 celsius, time 30 minute. The product is ClCCCN1S(C2=C(C1(C)C)C=CC=C2)(=O)=O (2-(3-Chloroprop-1-yl)-3,3-dimethyl-2,3-dihydro-1,2-benzoisothia-zole 1,1-dioxide). As a reaction SMILES: [CH3:1][C:2]1([CH3:13])[C:6]2[CH:7]=[CH:8][CH:9]=[CH:10][C:5]=2[S:4](=[O:12])(=[O:11])[NH:3]1.CC(C)([O-])C.[K+].Br[CH2:21][CH2:22][CH2:23][Cl:24]>CN(C=O)C>[Cl:24][CH2:23][CH2:22][CH2:21][N:3]1[C:2]([CH3:13])([CH3:1])[C:6]2[CH:7]=[CH:8][CH:9]=[CH:10][C:5]=2[S:4]1(=[O:12])=[O:11] |f:1.2|. Procedure: A solution of 5.9 g (3 mmol) of 3,3-dimethyl-2,3-dihydro-1,2-benzoisothiazole 1,1-dioxide in 150 ml of DMF at room temperature was, after addition of 3.7 g (3.3 mmol) of potassium t-butoxide, heated under nitrogen to 80° C. Then 14.2 g (9 mmol) of 1-bromo-3-chloropropane were rapidly added and the mixture was stirred at 100° C. for 30 min. Pouring into ice-water was followed by extraction with ether, and the organic phases were washed with water, dried with sodium sulfate and then evaporated so ... Reactants: O(C1=CC=CC=C1)CC#N (phenoxy-acetonitrile), toluenic solution, [H-].C(C(C)C)[Al+]CC(C)C (diisobutylaluminum hydride), [C-]#N.C(C)[Al+]CC (diethylaluminum cyanide), S(=O)(=O)([O-])[O-].[Na+].[Na+] (sodium sulfate). Run in C1(=CC=CC=C1)C (toluene), CO (methanol). Reaction conditions: temperature 0 celsius, time 3 hour. The product is NC(C#N)COC1=CC=CC=C1 (2-amino-3-phenoxy-propionitrile). Isolated yield 22.0%. As a reaction SMILES: [O:1]([CH2:8][C:9]#[N:10])[C:2]1[CH:7]=[CH:6][CH:5]=[CH:4][CH:3]=1.[H-].C([Al+]CC(C)C)C(C)C.[C-:21]#[N:22].C([Al+]CC)C.S([O-])([O-])(=O)=O.[Na+].[Na+]>C1(C)C=CC=CC=1.CO>[NH2:10][CH:9]([CH2:8][O:1][C:2]1[CH:7]=[CH:6][CH:5]=[CH:4][CH:3]=1)[C:21]#[N:22] |f:1.2,3.4,5.6.7|. Procedure details: 5 millimoles (0.665 g) of phenoxy-acetonitrile are dissolved in 8 ml of anhydrous toluene at 0° C., under an argon atmosphere 7.5 millimoles of a toluenic solution 1.5M of diisobutylaluminum hydride (5 ml) are added dropwise, at this temperature. The stirring is maintained for 1 hour at 0° C., then 5.9 ml (1.3 eq) of diethylaluminum cyanide are added. The reaction mixture is stirred for 3 hours at room temperature, then hydrolyzed with 4 ml of methanol and pasty sodium sulfate. After purificatio... Reactants: [OH-].[Na+] (sodium hydroxide), CC(COC1=NC(=C2N=C(N(C2=N1)CC1CCOCC1)OC)N)CC (2-[(2-methylbutyl)oxy]-8-methoxy-9-(tetrahydro-2H-pyran-4-ylmethyl)-9H-purin-6-amine), Cl (HCl). Run in CO (MeOH), O1CCOCC1 (1,4-dioxane). Reaction conditions: time 3 hour. The product is NC1=C2NC(N(C2=NC(=N1)OCC(CC)C)CC1CCOCC1)=O (6-Amino-2-[(2-methylbutyl)oxy]-9-(tetrahydro-2H-Pyran-4-ylmethyl)-7,9-dihydro-8H-purin-8-one). Yield: 50.8%. RXN SMILES: [CH3:1][CH:2]([CH2:24][CH3:25])[CH2:3][O:4][C:5]1[N:13]=[C:12]2[C:8]([N:9]=[C:10]([O:21]C)[N:11]2[CH2:14][CH:15]2[CH2:20][CH2:19][O:18][CH2:17][CH2:16]2)=[C:7]([NH2:23])[N:6]=1.Cl.[OH-].[Na+]>CO.O1CCOCC1>[NH2:23][C:7]1[N:6]=[C:5]([O:4][CH2:3][CH:2]([CH3:1])[CH2:24][CH3:25])[N:13]=[C:12]2[C:8]=1[NH:9][C:10](=[O:21])[N:11]2[CH2:14][CH:15]1[CH2:16][CH2:17][O:18][CH2:19][CH2:20]1 |f:2.3|. Procedure: To a solution of 2-[(2-methylbutyl)oxy]-8-methoxy-9-(tetrahydro-2H-pyran-4-ylmethyl)-9H-purin-6-amine (41 mg) in dry MeOH (4.5 mL) was added 4N HCl in 1,4-dioxane (0.766 mL) and the reaction mixture was stirred at room temperature for 3 h. The reaction was neutralised with 2M sodium hydroxide solution and concentrated in vacuo. The resulting white residue was taken up in water (20 mL) and was filtered under reduced pressure to give the title compound as an off-white solid (20 mg). The reactants are BrC=1C=C2C(NC(NC2=CC1)=O)(C(F)(F)F)CNC(C1=CC=C(C=C1)F)=O (N-{[6-bromo-2-oxo-4-(trifluoromethyl)-1,2,3,4-tetrahydroquinazolin-4-yl]methyl}-4-fluorobenzamide), N1N=CC=C1B(O)O (1H-pyrazol-5-boronic acid), O.O.O.P(=O)([O-])([O-])[O-].[K+].[K+].[K+] (potassium phosphate trihydrate). Run in CN(C)C=O (DMF), O (water), C(C)(=O)OCC (ethyl acetate). The product is FC1=CC=C(C(=O)NCC2(NC(NC3=CC=C(C=C23)C2=CC=NN2)=O)C(F)(F)F)C=C1 (4-fluoro-N-{[2-oxo-6-(1H-pyrazol-5-yl)-4-(trifluoromethyl)-1,2,3,4-tetrahydroquinazolin-4-yl]methyl}benzamide). RXN SMILES: Br[C:2]1[CH:3]=[C:4]2[C:9](=[CH:10][CH:11]=1)[NH:8][C:7](=[O:12])[NH:6][C:5]2([CH2:17][NH:18][C:19](=[O:27])[C:20]1[CH:25]=[CH:24][C:23]([F:26])=[CH:22][CH:21]=1)[C:13]([F:16])([F:15])[F:14].[NH:28]1[C:32](B(O)O)=[CH:31][CH:30]=[N:29]1.O.O.O.P([O-])([O-])([O-])=O.[K+].[K+].[K+]>CN(C=O)C.O.C(OCC)(=O)C>[F:26][C:23]1[CH:24]=[CH:25][C:20]([C:19]([NH:18][CH2:17][C:5]2([C:13]([F:14])([F:15])[F:16])[C:4]3[C:9](=[CH:10][CH:11]=[C:2]([C:30]4[NH:29][N:28]=[CH:32][CH:31]=4)[CH:3]=3)[NH:8][C:7](=[O:12])[NH:6]2)=[O:27])=[CH:21][CH:22]=1 |f:2.3.4.5.6.7.8|. Procedure: N-{[6-bromo-2-oxo-4-(trifluoromethyl)-1,2,3,4-tetrahydroquinazolin-4-yl]methyl}-4-fluorobenzamide (50 mg, 0.112 mmol), 1H-pyrazol-5-boronic acid (29 mg, 0.23 mmol), a palladium chloride-1,1-bis(diphenylphosphino)ferrocene complex (18.3 mg, 0.022 mmol) and potassium phosphate trihydrate (60 mg, 0.23 mmol) were suspended in DMF (0.5 mL) and water (0.05 mL), and the mixed solution was stirred at 120° C. for 30 minutes under microwave irradiation. After the reaction solution was left to cool, the so... The reactants are P(=O)(Br)(Br)Br (Phosphorus oxybromide), ClC=1C=C(C=CC1OC(C)C)C1=NC(=NO1)C1=C2C=CNC(C2=CC=C1)=O (5-(5-{3-Chloro-4-[(1-methylethyl)oxy]phenyl}-1,2,4-oxadiazol-3-yl)-1(2H)-isoquinolinone), C(=O)(O)[O-].[Na+] (NaHCO3). Solvent: ClCCCl (1,2-dichloroethane). Run at time 8 hour. The product is BrC1=NC=CC2=C(C=CC=C12)C1=NOC(=N1)C1=CC(=C(C=C1)OC(C)C)Cl (1-Bromo-5-(5-{3-chloro-4-[(1-methylethyl)oxy]phenyl}-1,2,4-oxadiazol-3-yl)isoquinoline). Isolated yield 33.0%. As a reaction SMILES: P(Br)(Br)([Br:3])=O.[Cl:6][C:7]1[CH:8]=[C:9]([C:17]2[O:21][N:20]=[C:19]([C:22]3[CH:31]=[CH:30][CH:29]=[C:28]4[C:23]=3[CH:24]=[CH:25][NH:26][C:27]4=O)[N:18]=2)[CH:10]=[CH:11][C:12]=1[O:13][CH:14]([CH3:16])[CH3:15].C([O-])(O)=O.[Na+]>ClCCCl>[Br:3][C:27]1[C:28]2[C:23](=[C:22]([C:19]3[N:18]=[C:17]([C:9]4[CH:10]=[CH:11][C:12]([O:13][CH:14]([CH3:16])[CH3:15])=[C:7]([Cl:6])[CH:8]=4)[O:21][N:20]=3)[CH:31]=[CH:30][CH:29]=2)[CH:24]=[CH:25][N:26]=1 |f:2.3|. Procedure: Phosphorus oxybromide (3.9 g) was added to a suspension of 5-(5-{3-chloro-4-[(1-methylethyl)oxy]phenyl}-1,2,4-oxadiazol-3-yl)-1(2H)-isoquinolinone (D39; 2.6 g) in 1,2-dichloroethane (300 ml) at room temperature. The resulting suspension was heated under reflux and stirred overnight. The reaction mixture was poured into cold sat. aq. NaHCO3 and the organic layer was separated. The aqueous layer was extracted with DCM (100 ml). The organic fractions were combined and dried over anhydrous sodium su...